Dataset: the Open Reaction Database (ORD), a public repository of structured organic reaction records. Task: describe an organic reaction: reactants, conditions, products, and yield The reactants are C(=O)([O-])[O-].[Na+].[Na+] (Na2CO3), C(C1=CC=CC=C1)C1=NN=C(C2=CC=CC=C12)Cl (1-benzyl-4-chlorophthalazine), C[C@@H]1NCCNC1 ((5)-2-methyl-piperazine). Run in O1CCOCC1 (dioxane). Run at temperature 100 celsius. The product is C(C1=CC=CC=C1)C1=NN=C(C2=CC=CC=C12)N1C[C@@H](NCC1)C (1-Benzyl-4-((S)-3-methyl-piperazin-1-yl)-phthalazine). The yield is 64.1%. Reaction SMILES: C([O-])([O-])=O.[Na+].[Na+].[CH2:7]([C:14]1[C:23]2[C:18](=[CH:19][CH:20]=[CH:21][CH:22]=2)[C:17](Cl)=[N:16][N:15]=1)[C:8]1[CH:13]=[CH:12][CH:11]=[CH:10][CH:9]=1.[CH3:25][C@H:26]1[CH2:31][NH:30][CH2:29][CH2:28][NH:27]1>O1CCOCC1>[CH2:7]([C:14]1[C:23]2[C:18](=[CH:19][CH:20]=[CH:21][CH:22]=2)[C:17]([N:30]2[CH2:29][CH2:28][NH:27][C@@H:26]([CH3:25])[CH2:31]2)=[N:16][N:15]=1)[C:8]1[CH:13]=[CH:12][CH:11]=[CH:10][CH:9]=1 |f:0.1.2|. Procedure details: Solid Na2CO3 (400 mg, 3.8 mmol, 3.8 eq) is added to a solution of 1-benzyl-4-chlorophthalazine (250 mg, 0.98 mmol, 1 eq) and (5)-2-methyl-piperazine (400 mg, 4.0 mmol, 4.0 eq) in dioxane (5 mL). The resulting suspension is heated at 100° C. for 48 h. The reaction mixture is concentrated, EtOAc (50 mL) and water (15 mL) are added. The organic fraction washed with water and then brine, then is dried over sodium sulfate. The solvent is evaporated under reduced pressure to afford the title compound ... The reactants are C(C)(C)(C)OC(NC(COP(=O)(OC(C)(C)C)OC(C)(C)C)(C=1NC(=CN1)C1=CC=C(C=C1)CCCCCCCC)C)=O ({2-(Di-tert-butoxy-phosphoryloxy)-1-methyl-1-[5-(4-octyl-phenyl)-1H-imidazol-2-yl]-ethyl}-carbamic acid tert-butyl ester), FC(C(=O)O)(F)F (trifluoroacetic acid). Solvent: CCOCC (ether), C(Cl)Cl (CH2Cl2). Conditions: time 4 hour. Yields the product NC(COP(O)(O)=O)(C)C=1NC(=CN1)C1=CC=C(C=C1)CCCCCCCC (Phosphoric acid mono-{2-amino-2-[5-(4-octyl-phenyl)-1H-imidazol-2-yl]-propyl}ester). Reaction SMILES: C(OC(=O)[NH:7][C:8]([CH3:42])([C:23]1[NH:24][C:25]([C:28]2[CH:33]=[CH:32][C:31]([CH2:34][CH2:35][CH2:36][CH2:37][CH2:38][CH2:39][CH2:40][CH3:41])=[CH:30][CH:29]=2)=[CH:26][N:27]=1)[CH2:9][O:10][P:11]([O:18]C(C)(C)C)([O:13]C(C)(C)C)=[O:12])(C)(C)C.FC(F)(F)C(O)=O>C(Cl)Cl.CCOCC>[NH2:7][C:8]([C:23]1[NH:24][C:25]([C:28]2[CH:29]=[CH:30][C:31]([CH2:34][CH2:35][CH2:36][CH2:37][CH2:38][CH2:39][CH2:40][CH3:41])=[CH:32][CH:33]=2)=[CH:26][N:27]=1)([CH3:42])[CH2:9][O:10][P:11](=[O:12])([OH:18])[OH:13]. Procedure: To a stirring solution of 8 (22 mg, 0.035 mmol) in CH2Cl2 (1 mL) was added trifluoroacetic acid (1 mL) and stirring was continued 4 h. Solvent and excess trifluoroacetic acid were removed in vacuo to afford a brown oil. The oil was diluted with ether and concentrated in vacuo 5 times on a rotary evaporator to afford a white solid which was placed in a fritted funnel and washed with cold ether producing VPC24287 (13 mg, 91%) as a powdery white solid. Rf=0 (4:1 CHCl3/methanol).